Dataset: the Open Reaction Database (ORD), a public repository of structured organic reaction records. Task: describe an organic reaction: reactants, conditions, products, and yield The reactants are COC1=CC2=C(CC(NC=C2)=O)C=C1OC (7,8-dimethoxy-2-oxo-1,3-dihydro-2H-3-benzazepine), ClCC1CN(CCC1)CCC1=CN=CC2=CC(=C(C=C12)OC)OC (3-chloromethyl-N-[2-(6,7-dimethoxy-isoquinol-4-yl)-ethyl]piperidine). Product: O.COC=1C=C2C(=CN=CC2=CC1OC)CCN1CC(CCC1)CN1C=CC2=C(CC1=O)C=C(C(=C2)OC)OC (3-[(N-(2-(6,7-Dimethoxy-isoquinol-4-yl)-ethyl)-piperidin-3-yl)-methyl]-7,8-dimethoxy-2-oxo-1,3-dihydro-2H-3-benzazepine-monohydrate). RXN SMILES: [CH3:1][O:2][C:3]1[C:14]([O:15][CH3:16])=[CH:13][C:6]2[CH2:7][C:8](=[O:12])[NH:9][CH:10]=[CH:11][C:5]=2[CH:4]=1.Cl[CH2:18][CH:19]1[CH2:24][CH2:23][CH2:22][N:21]([CH2:25][CH2:26][C:27]2[C:36]3[C:31](=[CH:32][C:33]([O:39][CH3:40])=[C:34]([O:37][CH3:38])[CH:35]=3)[CH:30]=[N:29][CH:28]=2)[CH2:20]1>>[OH2:2].[CH3:38][O:37][C:34]1[CH:35]=[C:36]2[C:31](=[CH:32][C:33]=1[O:39][CH3:40])[CH:30]=[N:29][CH:28]=[C:27]2[CH2:26][CH2:25][N:21]1[CH2:22][CH2:23][CH2:24][CH:19]([CH2:18][N:9]2[C:8](=[O:12])[CH2:7][C:6]3[CH:13]=[C:14]([O:15][CH3:16])[C:3]([O:2][CH3:1])=[CH:4][C:5]=3[CH:11]=[CH:10]2)[CH2:20]1 |f:2.3|. Reported procedure: Prepared from 7,8-dimethoxy-2-oxo-1,3-dihydro-2H-3-benzazepine and 3-chloromethyl-N-[2-(6,7-dimethoxy-isoquinol-4-yl)-ethyl]piperidine analogously to Example 2.